This data is from the Open Reaction Database (ORD), a public repository of structured organic reaction records. The task is: describe an organic reaction: reactants, conditions, products, and yield Starting materials: FC=1C=CC(=C(C1)B(O)O)OC (5-Fluoro-2-methoxyphenylboronic acid), BrC1=C(C=CC(=C1)C)OC (2-bromo-4-methylanisole), [Li]CCCC (n-BuLi), COB(OC)OC (trimethylborate). The product is COC1=C(C=C(C=C1)C)B(O)O (2-methoxy-5-methylphenylboronic acid). Isolated yield 96.0%. Reaction SMILES: F[C:2]1[CH:3]=[CH:4][C:5]([O:11][CH3:12])=[C:6]([B:8]([OH:10])[OH:9])[CH:7]=1.Br[C:14]1C=C(C)C=CC=1OC.[Li]CCCC.COB(OC)OC>>[CH3:12][O:11][C:5]1[CH:4]=[CH:3][C:2]([CH3:14])=[CH:7][C:6]=1[B:8]([OH:10])[OH:9]. Procedure: This compound was prepared in a manner similar to that of 5-Fluoro-2-methoxyphenylboronic acid (EXAMPLE 107) from 2-bromo-4-methylanisole (2.00 g, 9.94 mmol), n-BuLi (2.5 M in hexanes; 4.00 mL, 10 mmol), and trimethylborate (3.4 mL, 30 mmol) to afford 1.60 g (96%) of 2-methoxy-5-methylphenylboronic acid which was used without further purification. Reactants: IC=1C=CC=2N(N1)C=C(N2)NC(=O)C2CC2 (N-(6-iodoimidazo[1,2-b]pyridazin-2-yl)cyclopropanecarboxamide), CN1C(=NC2=C1C=CC(=C2)O)C (1,2-dimethyl-1H-benzimidazole-5-ol), C([O-])([O-])=O.[K+].[K+] (potassium carbonate). Solvent: CN(C=O)C (N,N-dimethylformamide). Yields the product CN1C(=NC2=C1C=CC(=C2)OC=2C=CC=1N(N2)C=C(N1)NC(=O)C1CC1)C (N-{6-[(1,2-dimethyl-1H-benzimidazol-5-yl)oxy]imidazo[1,2-b]pyridazin-2-yl}cyclopropanecarboxamide). The yield is 28.2%. RXN SMILES: I[C:2]1[CH:3]=[CH:4][C:5]2[N:6]([CH:8]=[C:9]([NH:11][C:12]([CH:14]3[CH2:16][CH2:15]3)=[O:13])[N:10]=2)[N:7]=1.[CH3:17][N:18]1[C:22]2[CH:23]=[CH:24][C:25]([OH:27])=[CH:26][C:21]=2[N:20]=[C:19]1[CH3:28].C(=O)([O-])[O-].[K+].[K+]>CN(C)C=O>[CH3:17][N:18]1[C:22]2[CH:23]=[CH:24][C:25]([O:27][C:2]3[CH:3]=[CH:4][C:5]4[N:6]([CH:8]=[C:9]([NH:11][C:12]([CH:14]5[CH2:16][CH2:15]5)=[O:13])[N:10]=4)[N:7]=3)=[CH:26][C:21]=2[N:20]=[C:19]1[CH3:28] |f:2.3.4|. Procedure: Using N-(6-iodoimidazo[1,2-b]pyridazin-2-yl)cyclopropanecarboxamide (254 mg, 0.774 mmol), 1,2-dimethyl-1H-benzimidazole-5-ol (163 mg, 1.06 mmol), potassium carbonate (267 mg, 1.94 mmol) and N,N-dimethylformamide (3.0 mL) as starting materials and in the same manner as in Example 95, the title compound (79 mg, 28%) was obtained as a white powder.